Dataset: the Open Reaction Database (ORD), a public repository of structured organic reaction records. Task: describe an organic reaction: reactants, conditions, products, and yield Starting materials: CC(=Cc1ccc(C(C)(C)C)cc1)C(=O)O, CO. The product is CC(Cc1ccc(C(C)(C)C)cc1)C(=O)O. As a reaction SMILES: [C:1]([CH3:2])([CH3:3])([CH3:4])[c:5]1[cH:6][cH:7][c:8]([CH:11]=[C:12]([C:13](=[O:14])[OH:15])[CH3:16])[cH:9][cH:10]1.[CH3:17][OH:18]>>[C:1]([CH3:2])([CH3:3])([CH3:4])[c:5]1[cH:6][cH:7][c:8]([CH2:11][CH:12]([C:13](=[O:14])[OH:15])[CH3:16])[cH:9][cH:10]1. Starting materials: C(C)(=O)OC\1C(CCC(CC(=O)OC(C(/C=C1)C)\C(=C\C=C\C(CC1C(C(C(CC)O[Si](CC)(CC)CC)C)O1)(O[Si](CC)(CC)CC)C)\C)O[Si](CC)(CC)CC)C ((8E,12E,14E)-7-acetoxy-6,10,12,16,20-pentamethyl-3,16,21-tris(triethylsiloxy)-18,19-epoxytricosa-8,12,14-trien-11-olide), C([O-])([O-])=O.[K+].[K+] (Potassium carbonate). Solvent: CO (methanol), CO (methanol), C(C)(=O)OCC (ethyl acetate). Run at time 4 hour. The product is OC\1C(CCC(CC(=O)OC(C(/C=C1)C)\C(=C\C=C\C(CC1C(C(C(CC)O[Si](CC)(CC)CC)C)O1)(O[Si](CC)(CC)CC)C)\C)O[Si](CC)(CC)CC)C ((8E,12E,14E)-7-hydroxy-6,10,12,16,20-pentamethyl-3,16,21-tris(triethylsiloxy)-18,19-epoxytricosa-8,12,14-trien-11-olide). Yield: 52.7%. RXN SMILES: C([O:4][CH:5]1[CH:6]([CH3:59])[CH2:7][CH2:8][CH:9]([O:51][Si:52]([CH2:57][CH3:58])([CH2:55][CH3:56])[CH2:53][CH3:54])[CH2:10][C:11]([O:13][CH:14](/[C:19](/[CH3:50])=[CH:20]/[CH:21]=[CH:22]/[C:23]([CH3:49])([O:41][Si:42]([CH2:47][CH3:48])([CH2:45][CH3:46])[CH2:43][CH3:44])[CH2:24][CH:25]2[O:40][CH:26]2[CH:27]([CH3:39])[CH:28]([O:31][Si:32]([CH2:37][CH3:38])([CH2:35][CH3:36])[CH2:33][CH3:34])[CH2:29][CH3:30])[CH:15]([CH3:18])[CH:16]=[CH:17]1)=[O:12])(=O)C.C(=O)([O-])[O-].[K+].[K+]>CO.C(OCC)(=O)C>[OH:4][CH:5]1[CH:6]([CH3:59])[CH2:7][CH2:8][CH:9]([O:51][Si:52]([CH2:53][CH3:54])([CH2:57][CH3:58])[CH2:55][CH3:56])[CH2:10][C:11]([O:13][CH:14](/[C:19](/[CH3:50])=[CH:20]/[CH:21]=[CH:22]/[C:23]([CH3:49])([O:41][Si:42]([CH2:47][CH3:48])([CH2:43][CH3:44])[CH2:45][CH3:46])[CH2:24][CH:25]2[O:40][CH:26]2[CH:27]([CH3:39])[CH:28]([O:31][Si:32]([CH2:37][CH3:38])([CH2:35][CH3:36])[CH2:33][CH3:34])[CH2:29][CH3:30])[CH:15]([CH3:18])[CH:16]=[CH:17]1)=[O:12] |f:1.2.3|. Procedure details: (8E,12E,14E)-7-acetoxy-6,10,12,16,20-pentamethyl-3,16,21-tris(triethylsiloxy)-18,19-epoxytricosa-8,12,14-trien-11-olide (77 mg, 0.0875 mmol) was dissolved in methanol (2 mL). Potassium carbonate (36.5 mg, 0.262 mmol) and methanol (1 mL) were added to this methanolic solution, and the reaction mixture was stirred at room temperature for four hours. The reaction mixture was diluted with ethyl acetate, and then the organic layer was washed with brine. The organic layer was dried with anhydrous magn... Reactants: Mg, C1CCOC1 (THF), IC1=C(C=CC(=C1)Cl)[C@H]1CC(NC1)=O ((4R)-4-(2-iodo-4-chlorophenyl)pyrrolidin-2-one), C1CCOC1 (THF), C1CCOC1 (THF), [Li+].[Cl-] (LiCl), C1CCOC1 (THF), BrCCBr (1,2-dibromoethane), MnCl2, C(=O)C=1C=C(C(=O)OC)C=CC1 (methyl 3-formylbenzoate). Run in O (water). Conditions: time 8 hour. Yields the product Cl.NC[C@H](CC(=O)O)C1=C(C=CC(=C1)Cl)C(C=1C=C(C(=O)O)C=CC1)O (3-({2-[(1R)-2-Amino-1-(carboxymethyl)ethyl]-4-chlorophenyl}hydroxymethyl)benzoic acid hydrochloride). RXN SMILES: BrCCBr.[Li+].[Cl-:6].I[C:8]1[CH:13]=[C:12]([Cl:14])[CH:11]=[CH:10][C:9]=1[C@@H:15]1[CH2:19][NH:18][C:17](=[O:20])[CH2:16]1.[CH:21]([C:23]1[CH:24]=[C:25]([CH:30]=[CH:31][CH:32]=1)[C:26]([O:28]C)=[O:27])=[O:22].C1C[O:36]CC1>O>[ClH:14].[NH2:18][CH2:19][C@@H:15]([C:9]1[CH:10]=[C:11]([Cl:6])[CH:12]=[CH:13][C:8]=1[CH:21]([OH:22])[C:23]1[CH:24]=[C:25]([CH:30]=[CH:31][CH:32]=1)[C:26]([OH:28])=[O:27])[CH2:16][C:17]([OH:20])=[O:36] |f:1.2,7.8|. Reported procedure: To a suspension of Mg turnings (0.61 g, 2.5 mmol) in dry THF (5 mL) was added 1,2-dibromoethane (0.45 mL, 2.5 mmol), followed by washing with THF (2×4 mL). Then, a pale yellow solution of Li2MnCl4 (derived from MnCl2 (0.94 g, 7.5 mmol) and LiCl (0.64 g, 15 mmol) in THF (2.0 mL) was added to the solid Mg with vigorous stirring. The reaction mixture turned dark black overnight and was stirred for 2 days under a N2 atmosphere. To a solution of (4R)-4-(2-iodo-4-chlorophenyl)pyrrolidin-2-one in THF (...